describe an organic reaction: reactants, conditions, products, and yield From a dataset of the Open Reaction Database (ORD), a public repository of structured organic reaction records. The reactants are BrC=1C=C2C(=CN1)N(N=C2C2=CC=CC=C2)C2OCCCC2 (5-bromo-3-phenyl-1-(tetrahydro-pyran-2-yl)-1H-pyrazolo[3,4-c]pyridine), N1C=NC=C1 (1H-Imidazole), CNCCNC (N,N′-dimethylethylenediamine), C([O-])([O-])=O.[Cs+].[Cs+] (Cesium Carbonate). The reagents and catalysts are [Cu]I (Copper(I) iodide). Run in CN(C=O)C (N,N-Dimethylformamide). Run at temperature 120 celsius. The product is N1(C=NC=C1)C=1C=C2C(=CN1)NN=C2C2=CC=CC=C2 (5-(1H-imidazol-1-yl)-3-phenyl-1H-pyrazolo[3,4-c]pyridine). As a reaction SMILES: Br[C:2]1[CH:3]=[C:4]2[C:10]([C:11]3[CH:16]=[CH:15][CH:14]=[CH:13][CH:12]=3)=[N:9][N:8](C3CCCCO3)[C:5]2=[CH:6][N:7]=1.[NH:23]1[CH:27]=[CH:26][N:25]=[CH:24]1.CNCCNC.C(=O)([O-])[O-].[Cs+].[Cs+]>CN(C)C=O.[Cu]I>[N:23]1([C:2]2[CH:3]=[C:4]3[C:10]([C:11]4[CH:12]=[CH:13][CH:14]=[CH:15][CH:16]=4)=[N:9][NH:8][C:5]3=[CH:6][N:7]=2)[CH:27]=[CH:26][N:25]=[CH:24]1 |f:3.4.5|. Procedure details: A mixture of 100.0 mg (0.2791 mmol) of 5-bromo-3-phenyl-1-(tetrahydro-pyran-2-yl)-1H-pyrazolo[3,4-c]pyridine, 47.51 mg (0.6979 mmol) of 1H-Imidazole, 53.16 mg (0.2791 mmol) of Copper(I) iodide, 30.04 uL (0.2791 mmol) of N,N′-dimethylethylenediamine and 363.8 mg (1.116 mmol) of Cesium Carbonate in 3 ml of N,N-Dimethylformamide was heated at 120° C. for 48 hours. The mixture was filtered, the filtrate concentrated in high vacuum and the residue partitioned between ethyl acetate and water. The orga... The reactants are O=C1[C@H](N(C=CN1)S(=O)(=O)C1=CC=C(C)C=C1)CC(=O)O ((R)-2-(3-oxo-1-tosyl-1,2,3,4-tetrahydropyrazin-2-yl)acetic acid), NC1C=2C=NC(=NC2CCC1)CCO (2-(5-amino-5,6,7,8-tetrahydroquinazolin-2-yl)ethanol), C=1C=CC2=C(C1)N=NN2O (HOBT), CCN=C=NCCCN(C)C (EDCI). Solvent: CN(C)C=O (DMF). Product: O=C1[C@H](N(C=CN1)S(=O)(=O)C1=CC=C(C)C=C1)CC(=O)NC1C=2C=NC(=NC2CCC1)CCN1CCCCC1 ((R)-2-(3-oxo-1-tosyl-1,2,3,4-tetrahydropyrazin-2-yl)-N-(2-(2-(piperidin-1-yl)ethyl)-5,6,7,8-tetrahydroquinazolin-5(R/S)-yl)acetamide). As a reaction SMILES: [O:1]=[C:2]1[NH:7][CH:6]=[CH:5][N:4]([S:8]([C:11]2[CH:17]=[CH:16][C:14]([CH3:15])=[CH:13][CH:12]=2)(=[O:10])=[O:9])[C@@H:3]1[CH2:18][C:19](O)=[O:20].[NH2:22][CH:23]1[CH2:32][CH2:31][CH2:30][C:29]2[N:28]=[C:27]([CH2:33][CH2:34]O)[N:26]=[CH:25][C:24]1=2.[CH:36]1[CH:37]=[CH:38]C2N(O)N=[N:42][C:40]=2[CH:41]=1.CCN=C=NCCCN(C)C>CN(C=O)C>[O:1]=[C:2]1[NH:7][CH:6]=[CH:5][N:4]([S:8]([C:11]2[CH:17]=[CH:16][C:14]([CH3:15])=[CH:13][CH:12]=2)(=[O:10])=[O:9])[C@@H:3]1[CH2:18][C:19]([NH:22][CH:23]1[CH2:32][CH2:31][CH2:30][C:29]2[N:28]=[C:27]([CH2:33][CH2:34][N:42]3[CH2:38][CH2:37][CH2:36][CH2:41][CH2:40]3)[N:26]=[CH:25][C:24]1=2)=[O:20]. Procedure details: A solution of (R)-2-(3-oxo-1-tosyl-1,2,3,4-tetrahydropyrazin-2-yl)acetic acid (1.55 g, 5.0 mmol), crude 2-(5-amino-5,6,7,8-tetrahydroquinazolin-2-yl)ethanol (966 mg, 5.0 mmol), HOBT (676 mg, 5.0 mmol) and EDCI (959 mg, 5.0 mmol) in 2.5 mL of DMF was stirred overnight at room temperature. After quenching with sat. NaHCO3 solution, the reaction mixture was extracted with EtOAc. The combined organic phase was washed brine, dried over Na2SO4, and evaporated in vacuo. Flash chomatography (SiO2, EtOAc... Reported procedure: A solution of potassium thioethoxide/DMF was prepared as follows. To DMF (30 mL degassed by freeze/thaw) was added potassium tert-butoxide (1.5 g, 13.4 mmol), and the suspension was degassed and flushed thoroughly with argon. Ethanethiol (1.22 mL, 1.64 mmol) was added and the butoxide dissolved leaving a clear, colorless solution. Ether 7 (40 mg, 0.15 mmol) in DMF (1 mL) was thoroughly degassed and placed under argon. The thioethoxide solution (1 mL, 0.44 mmol) was added, and the solution was he... Reactants: CCOCC (Ether), CN(C)C=O (DMF), [S-]CC (thioethoxide), C(C)S (Ethanethiol), [O-]CCCC (butoxide), CC(C)([O-])C.[K+] (potassium tert-butoxide), CN(C)C=O (DMF). The product is [S-]CC.[K+].CN(C)C=O (potassium thioethoxide DMF). Reaction conditions: temperature 150 celsius. The solvent is O (H2O). As a reaction SMILES: CC(C)([O-])C.[K+:6].[CH2:7]([SH:9])[CH3:8].[O-]CCCC.CCOCC.[S-]CC.[CH3:23][N:24]([CH:26]=[O:27])[CH3:25]>O>[S-:9][CH2:7][CH3:8].[K+:6].[CH3:23][N:24]([CH:26]=[O:27])[CH3:25] |f:0.1,8.9.10|. The reactants are [Li+].[OH-] (LiOH), S1C(=NN=C1)NC=1C=C(C=CC1)[B-](F)(F)F.[K+] (Potassium [3-([1,3,4]Thiadiazol-2-ylamino)-phenyl]trifluoroborate), O (H2O), [NH4+].[Cl-] (NH4Cl), Cl (HCl). Run in CC#N (CH3CN), CCOC(=O)C (EtOAc). Run at time 20 hour. Yields the product S1C(=NN=C1)NC=1C=C(C=CC1)B(O)O (3-([1,3,4]Thiadiazol-2-ylamino)-benzene boronic acid). As a reaction SMILES: [Li+].[OH-:2].[S:3]1[CH:7]=[N:6][N:5]=[C:4]1[NH:8][C:9]1[CH:10]=[C:11]([B-:15](F)(F)F)[CH:12]=[CH:13][CH:14]=1.[K+].[NH4+].[Cl-].Cl.[OH2:23]>CC#N.CCOC(C)=O>[S:3]1[CH:7]=[N:6][N:5]=[C:4]1[NH:8][C:9]1[CH:10]=[C:11]([B:15]([OH:23])[OH:2])[CH:12]=[CH:13][CH:14]=1 |f:0.1,2.3,4.5|. Reported procedure: LiOH (340 mg, 14 mmol) was added to a stirred solution of Potassium [3-([1,3,4]Thiadiazol-2-ylamino)-phenyl]trifluoroborate (1.15 g, 4 mmol) in CH3CN (20 ml) and H2O (10 ml) at RT. The reaction was stirred at RT for 20 hours. The mixture was treated with saturated aqueous NH4Cl (32 ml) and 2N HCl (5 ml) to give ˜pH5. EtOAc was added and the precipitate was collected by filtration. The aqueous layer was extracted with CH2Cl2 (×2). The combined extracts were evaporated and the residue was combined... Reactants: C(=O)(OCC)NC=1C=C(C=CC1)OC(=O)Cl (chloroformic acid-3-(N-carbethoxyamino)-phenyl ester), C([O-])([O-])=O.[K+].[K+] (potassium carbonate), CC(C#C)(C)N (1,1-dimethypropinylamine). The solvent is O (water), acetic ester, O (water), acetic ester. Reaction conditions: time 30 minute. Product: C(C)OC(NC1=CC(=CC=C1)OC(NC(C#C)(C)C)=O)=O (Ethyl-N-(3-(N-(1,1-dimethylpropinyl)-carbamoyloxy)-phenyl)-carbamate). RXN SMILES: [CH3:1][C:2]([NH2:6])([CH3:5])[C:3]#[CH:4].[C:7]([NH:12][C:13]1[CH:14]=[C:15]([O:19][C:20](Cl)=[O:21])[CH:16]=[CH:17][CH:18]=1)([O:9][CH2:10][CH3:11])=[O:8].C(=O)([O-])[O-].[K+].[K+]>O>[CH2:10]([O:9][C:7](=[O:8])[NH:12][C:13]1[CH:18]=[CH:17][CH:16]=[C:15]([O:19][C:20](=[O:21])[NH:6][C:2]([CH3:5])([CH3:1])[C:3]#[CH:4])[CH:14]=1)[CH3:11] |f:2.3.4|. Reported procedure: Into a solution of 5.0 g (0.06 mole) of 1,1-dimethypropinylamine in 30 ml acetic ester is dropped, after addition of 50 ml water, at 10° to 15° C., while stirring, a solution of 14.6 g (0.06 mole) chloroformic acid-3-(N-carbethoxyamino)-phenyl ester in 30 ml acetic ester and simultaneously a solution of 8.3 g (0.06 mole) potassium carbonate in 30 ml water, the reaction product crystallizing out. Stirring is continued for 30 minutes while cooling with ice. The product is suction-filtered and wash... Starting materials: N1C[C@@H](CC1)NC(=O)C1=CNC2=C1N=CN=C2C2=C(C=CC=1OCOC12)OCCC (4-(5-propoxy-benzo[1,3]dioxol-4-yl)-5H-pyrrolo[3,2-d]pyrimidine-7-carboxylic acid (R)-pyrrolidin-3-ylamide), ClC(=O)OCC (ethyl chloroformate). Yields the product C(C)OC(=O)N1C[C@@H](CC1)NC(=O)C1=CNC2=C1N=CN=C2C2=C(C=CC=1OCOC12)OCCC ((R)-3-{[4-(5-Propoxy-benzo[1,3]dioxol-4-yl)-5H-pyrrolo[3,2-d]pyrimidine-7-carbonyl]amino}-pyrrolidine-1-carboxylic acid ethyl ester). RXN SMILES: [NH:1]1[CH2:5][CH2:4][C@@H:3]([NH:6][C:7]([C:9]2[C:13]3[N:14]=[CH:15][N:16]=[C:17]([C:18]4[C:26]5[O:25][CH2:24][O:23][C:22]=5[CH:21]=[CH:20][C:19]=4[O:27][CH2:28][CH2:29][CH3:30])[C:12]=3[NH:11][CH:10]=2)=[O:8])[CH2:2]1.Cl[C:32]([O:34][CH2:35][CH3:36])=[O:33]>>[CH2:35]([O:34][C:32]([N:1]1[CH2:5][CH2:4][C@@H:3]([NH:6][C:7]([C:9]2[C:13]3[N:14]=[CH:15][N:16]=[C:17]([C:18]4[C:26]5[O:25][CH2:24][O:23][C:22]=5[CH:21]=[CH:20][C:19]=4[O:27][CH2:28][CH2:29][CH3:30])[C:12]=3[NH:11][CH:10]=2)=[O:8])[CH2:2]1)=[O:33])[CH3:36]. Procedure: Starting from 4-(5-propoxy-benzo[1,3]dioxol-4-yl)-5H-pyrrolo[3,2-d]pyrimidine-7-carboxylic acid (R)-pyrrolidin-3-ylamide (example A178) and ethyl chloroformate the title compound was obtained as colorless solid. The reactants are CCOC(=O)C1=C(c2ccccc2)c2ccc(CBr)cc2C1=O, C1COCCN1, CN(C)C=O, c1ccncc1. The product is CCOC(=O)C1=C(c2ccccc2)c2ccc(CN3CCOCC3)cc2C1=O. As a reaction SMILES: [CH2:1]([CH3:2])[O:3][C:4](=[O:5])[C:6]1=[C:14]([c:15]2[cH:16][cH:17][cH:18][cH:19][cH:20]2)[c:13]2[c:8]([cH:9][c:10]([CH2:21][Br:22])[cH:11][cH:12]2)[C:7]1=[O:23].[CH2:30]1[CH2:31][O:32][CH2:33][CH2:34][NH:35]1.[CH:36]([N:37]([CH3:38])[CH3:39])=[O:40].[cH:24]1[cH:25][cH:26][n:27][cH:28][cH:29]1>>[CH2:1]([CH3:2])[O:3][C:4](=[O:5])[C:6]1=[C:14]([c:15]2[cH:16][cH:17][cH:18][cH:19][cH:20]2)[c:13]2[c:8]([cH:9][c:10]([CH2:21][N:35]3[CH2:30][CH2:31][O:32][CH2:33][CH2:34]3)[cH:11][cH:12]2)[C:7]1=[O:23].